From a dataset of the Open Reaction Database (ORD), a public repository of structured organic reaction records. describe an organic reaction: reactants, conditions, products, and yield Reactants: O=C1C=2N(C3=C(C=CC=C13)C(=O)O)C=CC2 (9-oxo-9H-pyrrolo[1,2-a]indole-5-carboxylic acid), ON1N=NC2=C1C=CC=C2 (1-hydroxybenzotriazole), NC=1C=NC=CC1N (3,4-diaminopyridine), Cl.CN(CCCN=C=NCC)C (N-(3-dimethylaminopropyl)-N′-ethylcarbodiimide hydrochloride). Run in CN(C=O)C (dimethylformamide). Run at time 19 hour. Yields the product NC1=C(C=NC=C1)NC(=O)C=1C=CC=C2C(C=3N(C12)C=CC3)=O (9-oxo-9H-pyrrolo[1,2-a]indole-5-carboxylic acid (4-aminopyridin-3-yl)amide). Yield: 21.2%. As a reaction SMILES: [O:1]=[C:2]1[C:10]2[C:5](=[C:6]([C:11]([OH:13])=O)[CH:7]=[CH:8][CH:9]=2)[N:4]2[CH:14]=[CH:15][CH:16]=[C:3]12.[NH2:17][C:18]1[CH:19]=[N:20][CH:21]=[CH:22][C:23]=1[NH2:24].Cl.CN(C)CCCN=C=NCC.ON1C2C=CC=CC=2N=N1>CN(C)C=O>[NH2:24][C:23]1[CH:22]=[CH:21][N:20]=[CH:19][C:18]=1[NH:17][C:11]([C:6]1[CH:7]=[CH:8][CH:9]=[C:10]2[C:5]=1[N:4]1[CH:14]=[CH:15][CH:16]=[C:3]1[C:2]2=[O:1])=[O:13] |f:2.3|. Procedure details: In a 500 ml round-bottomed flask, a mixture of 730 mg of 9-oxo-9H-pyrrolo[1,2-a]indole-5-carboxylic acid obtained according to stage 2 of Example 1, 373 mg of 3,4-diaminopyridine, 721 mg of N-(3-dimethylaminopropyl)-N′-ethylcarbodiimide hydrochloride (EDCI) and 508 mg of 1-hydroxybenzotriazole (HOBt) in 60 ml of dimethylformamide is stirred for 19 hours at ambient temperature. The reaction medium is evaporated to dryness under vacuum and the solid residue is taken up in 50 ml of water. The preci... Reactants: ClC=1C=CC2=C(C(=NCC=3N2C(NC3C(=O)OC)=O)C3=C(C=CC=C3)F)C1 (8-chloro-1,2-dihydro-6-(2-fluorophenyl)-1-oxo-4H-imidazo[1,5-a][1,4]benzodiazepine-3-carboxylic acid, methyl ester), CO (methanol), [OH-].[K+] (potassium hydroxide). Run in O (water). The product is ClC=1C=CC2=C(C(=NCC=3N2C(NC3)=O)C3=C(C=CC=C3)F)C1 (8-Chloro-6-(2-fluorophenyl)-1,2-dihydro-4H-imidazo[1,5-a][1,4]benzodiazepin-1-one). Reaction SMILES: [Cl:1][C:2]1[CH:3]=[CH:4][C:5]2[N:11]3[C:12](=[O:19])[NH:13][C:14](C(OC)=O)=[C:10]3[CH2:9][N:8]=[C:7]([C:20]3[CH:25]=[CH:24][CH:23]=[CH:22][C:21]=3[F:26])[C:6]=2[CH:27]=1.CO.[OH-].[K+]>O>[Cl:1][C:2]1[CH:3]=[CH:4][C:5]2[N:11]3[C:12](=[O:19])[NH:13][CH:14]=[C:10]3[CH2:9][N:8]=[C:7]([C:20]3[CH:25]=[CH:24][CH:23]=[CH:22][C:21]=3[F:26])[C:6]=2[CH:27]=1 |f:2.3|. Procedure: A mixture of 0.386 g (1 mmole) of 8-chloro-1,2-dihydro-6-(2-fluorophenyl)-1-oxo-4H-imidazo[1,5-a][1,4]benzodiazepine-3-carboxylic acid, methyl ester, 10 ml of methanol, 1 ml of water and 0.225 g (4 mmole) of potassium hydroxide was heated to reflux for 31/2 hours under an atmosphere of nitrogen. The solvent was evaporated and the residue was acidified with acetic acid and extracted with methylene chloride. The extracts were dried and evaporated and the residue was heated in mineral oil up to 230...